Task: describe an organic reaction: reactants, conditions, products, and yield. Dataset: the Open Reaction Database (ORD), a public repository of structured organic reaction records Reactants: O (water), CC(C)(C#C)O (2-methyl-but-3-yn-2-ol), BrC1=NC=C(C=C1)Br (2,5-dibromo-pyridine), C(C)(C)NC(C)C (diisopropylamine). The reagents and catalysts are [Cu]I (CuI), Cl[Pd]([P](C1=CC=CC=C1)(C2=CC=CC=C2)C3=CC=CC=C3)([P](C4=CC=CC=C4)(C5=CC=CC=C5)C6=CC=CC=C6)Cl (Pd(PPh3)2Cl2). The solvent is C1CCOC1 (THF). Reaction conditions: time 15 minute. Yields the product BrC=1C=CC(=NC1)C#CC(C)(O)C (4-(5-bromo-pyridin-2-yl)-2-methyl-but-3-yn-2-ol). RXN SMILES: [CH3:1][C:2]([OH:6])([C:4]#[CH:5])[CH3:3].Br[C:8]1[CH:13]=[CH:12][C:11]([Br:14])=[CH:10][N:9]=1.C(NC(C)C)(C)C.O>C1COCC1.[Cu]I.Cl[Pd](Cl)([P](C1C=CC=CC=1)(C1C=CC=CC=1)C1C=CC=CC=1)[P](C1C=CC=CC=1)(C1C=CC=CC=1)C1C=CC=CC=1>[Br:14][C:11]1[CH:12]=[CH:13][C:8]([C:5]#[C:4][C:2]([CH3:3])([OH:6])[CH3:1])=[N:9][CH:10]=1 |^1:32,51|. Procedure: Under an argon atmosphere 38 mg (0.2 mmol) CuI and 143 mg (0.2 mmol) Pd(PPh3)2Cl2 are added to a solution of 0.99 mL (10.0 mmol) 2-methyl-but-3-yn-2-ol and 2.44 g (10.0 mmol) 2,5-dibromo-pyridine in 50 mL THF and 2.8 mL (20 mmol) diisopropylamine and the reaction mixture is stirred for 15 min at RT. The reaction mixture is combined with water, exhaustively extracted with EtOAc and the organic phase is dried over Na2SO4. After the desiccant and solvent have been eliminated the residue is purified... The reactants are COC=1C=C2C(=CC=NC2=CC1OC)OC1=CC=C(C=C1)N (6,7-Dimethoxy-4-(4-aminophenoxy)quinoline), C1(CCCC1)C(=O)O (cyclopentanecarboxylic acid), Cl.C(C)N=C=NCCCN(C)C (1-ethyl-3-(3'-dimethylaminopropyl)carbodiimide hydrochloride). Solvent: CN(C=O)C (N,N-dimethylformamide). Run at time 17 hour. The product is COC=1C=C2C(=CC=NC2=CC1OC)OC1=CC=C(C=C1)NC(=O)C1CCCC1 (N-{4-[(6,7-Dimethoxy-4-quinolinyl)oxy]phenyl}cyclopentanecarboxamide). The yield is 49.9%. RXN SMILES: [CH3:1][O:2][C:3]1[CH:4]=[C:5]2[C:10](=[CH:11][C:12]=1[O:13][CH3:14])[N:9]=[CH:8][CH:7]=[C:6]2[O:15][C:16]1[CH:21]=[CH:20][C:19]([NH2:22])=[CH:18][CH:17]=1.[CH:23]1([C:28](O)=[O:29])[CH2:27][CH2:26][CH2:25][CH2:24]1.Cl.C(N=C=NCCCN(C)C)C>CN(C)C=O>[CH3:1][O:2][C:3]1[CH:4]=[C:5]2[C:10](=[CH:11][C:12]=1[O:13][CH3:14])[N:9]=[CH:8][CH:7]=[C:6]2[O:15][C:16]1[CH:17]=[CH:18][C:19]([NH:22][C:28]([CH:23]2[CH2:27][CH2:26][CH2:25][CH2:24]2)=[O:29])=[CH:20][CH:21]=1 |f:2.3|. Procedure details: 6,7-Dimethoxy-4-(4-aminophenoxy)quinoline (53 mg) and commercially available cyclopentanecarboxylic acid (66 mg) were dissolved in N,N-dimethylformamide (2 ml), 1-ethyl-3-(3'-dimethylaminopropyl)carbodiimide hydrochloride (110 mg) was added, and the admixture was stirred at room temperature for 17 hours. The reaction mixture was purified in the same manner as described in Example 51 to obtain 35 mg of the title compound (yield: 50%). The reactants are FC1=C(C=CC(=C1)[N+](=O)[O-])S(=O)(=O)NC=1C(=CC2=C(B(OC2)O)C1)F (2-fluoro-N-(5-fluoro-1-hydroxy-1,3-dihydrobenzo[c][1,2]oxaborol-6-yl)-4-nitrobenzenesulfonamide), [H][H] (hydrogen). Reagents/catalysts: [Pd] (Pd/C). Run in O1CCOCC1 (dioxane). Yields the product NC1=CC(=C(C=C1)S(=O)(=O)NC=1C(=CC2=C(B(OC2)O)C1)F)F (4-Amino-2-fluoro-N-(5-fluoro-1-hydroxy-1,3-dihydrobenzo[c][1,2]oxaborol-6-yl)benzenesulfonamide). Yield: 52.1%. As a reaction SMILES: [F:1][C:2]1[CH:7]=[C:6]([N+:8]([O-])=O)[CH:5]=[CH:4][C:3]=1[S:11]([NH:14][C:15]1[C:16]([F:25])=[CH:17][C:18]2[CH2:22][O:21][B:20]([OH:23])[C:19]=2[CH:24]=1)(=[O:13])=[O:12].[H][H]>O1CCOCC1.[Pd]>[NH2:8][C:6]1[CH:5]=[CH:4][C:3]([S:11]([NH:14][C:15]2[C:16]([F:25])=[CH:17][C:18]3[CH2:22][O:21][B:20]([OH:23])[C:19]=3[CH:24]=2)(=[O:12])=[O:13])=[C:2]([F:1])[CH:7]=1. Procedure details: To a solution of 2-fluoro-N-(5-fluoro-1-hydroxy-1,3-dihydrobenzo[c][1,2]oxaborol-6-yl)-4-nitrobenzenesulfonamide (1.84 g, 4.97 mmol) in 50 mL of dioxane was added Pd/C (10 wt. % on activated carbon, 500 mg). The reaction mixture was hydrogenated at room temperature under 50 psi of hydrogen for 16 hours. After Pd/C was filtered through a pad of Celite, the solution was concentrated under reduced pressure to give a yellow residue. The crude residue was purified by prep HPLC (SunFire Prep C18 OBD 5... The reactants are [Cl-].[Cl-].[Cl-].[Al+3] (aluminum trichloride), C1(=CC=CC=C1)SC (Thioanisol), C(C)OC(C(=O)Cl)=O (chloro-oxo-acetic acid ethyl ester), Cl (HCl), ice water. Run in ClCCl (dichloromethane), ClCCl (dichloromethane). Run at time 8 hour. Yields the product C(C)OC(C(=O)C1=CC=C(C=C1)SC)=O ((4-methylsulfanyl-phenyl)-oxo-acetic acid ethyl ester). Yield: 77.7%. Reaction SMILES: [C:1]1([S:7][CH3:8])[CH:6]=[CH:5][CH:4]=[CH:3][CH:2]=1.[CH2:9]([O:11][C:12](=[O:16])[C:13](Cl)=[O:14])[CH3:10].[Cl-].[Cl-].[Cl-].[Al+3].Cl>ClCCl>[CH2:9]([O:11][C:12](=[O:16])[C:13]([C:4]1[CH:5]=[CH:6][C:1]([S:7][CH3:8])=[CH:2][CH:3]=1)=[O:14])[CH3:10] |f:2.3.4.5|. Procedure: 37.5 g (0.3 mol) of Thioanisol and 41.4 g (0.3 mol) of chloro-oxo-acetic acid ethyl ester dissolved in 200 ml of dichloromethane are added dropwise to a suspension of 60 g (0.45 mol) of aluminum trichloride in 350 ml of dichloromethane at 0° C. The solution is stirred overnight at room temperature and then heated to reflux for two hours. After cooling to room temperature, the reaction mixture is poured on a mixture of 100 ml conc. HCl and ice/water. After extraction with dichloromethane, the org... Starting materials: ClCC(=O)NC1=CC=C(C(=O)NCCO)C=C1 (4-(2-chloroacetamido)-N-(2-hydroxyethyl)benzamide), S1C(=CC=C1)CC(=O)[O-].[K+] (potassium thiolacetate), CC(=O)C (acetone). Run at time 8 hour. The product is C(C)(=O)SCC(=O)NC1=CC=C(C(=O)NCCO)C=C1 (4-[2-(ACETYLTHIO)ACETAMIDO]N-(2-HYDROXYETHYL)BENZAMIDE). Isolated yield 57.0%. Reaction SMILES: Cl[CH2:2][C:3]([NH:5][C:6]1[CH:17]=[CH:16][C:9]([C:10]([NH:12][CH2:13][CH2:14][OH:15])=[O:11])=[CH:8][CH:7]=1)=[O:4].[S:18]1C=CC=C1CC([O-])=O.[K+].[CH3:28][C:29](C)=[O:30]>>[C:29]([S:18][CH2:2][C:3]([NH:5][C:6]1[CH:17]=[CH:16][C:9]([C:10]([NH:12][CH2:13][CH2:14][OH:15])=[O:11])=[CH:8][CH:7]=1)=[O:4])(=[O:30])[CH3:28] |f:1.2|. Reported procedure: A mixture of 4-(2-chloroacetamido)-N-(2-hydroxyethyl)benzamide (39.3 g., 0.153 mole) and potassium thiolacetate (18.3 g., 0.16 mole) in 650 ml. of acetone is heated at reflux temperature for a period of 2 hr. After standing overnight, the reaction mixture is filtered, the filtercake washed with acetone, slurried with water, filtered and the filtercake washed with water and dried to afford 34.7 g. of crude product. Crystallization of this material from ethyl acetate-methanol affords analytically ...